From a dataset of the Open Reaction Database (ORD), a public repository of structured organic reaction records. describe an organic reaction: reactants, conditions, products, and yield Starting materials: CCCCC12CCC(=O)C(Br)=C1c1ccc(OC)c(Cl)c1C2, C=C(OCC)[Sn](CCCC)(CCCC)CCCC, Cc1ccccc1. Product: C=C(OCC)C1=C2c3ccc(OC)c(Cl)c3CC2(CCCC)CCC1=O. RXN SMILES: [Br:1][C:2]1=[C:14]2[C:6]([CH2:18][CH2:19][CH2:20][CH3:21])([CH2:5][CH2:4][C:3]1=[O:22])[CH2:7][c:8]1[c:9]([Cl:17])[c:10]([O:15][CH3:16])[cH:11][cH:12][c:13]12.[CH2:23]([Sn:24]([CH2:25][CH2:26][CH2:27][CH3:33])([C:28](=[CH2:29])[O:30][CH2:31][CH3:32])[CH2:34][CH2:35][CH2:36][CH3:37])[CH2:38][CH2:39][CH3:40].[CH3:41][c:42]1[cH:43][cH:44][cH:45][cH:46][cH:47]1>>[C:2]1([C:28](=[CH2:29])[O:30][CH2:31][CH3:32])=[C:14]2[C:6]([CH2:18][CH2:19][CH2:20][CH3:21])([CH2:5][CH2:4][C:3]1=[O:22])[CH2:7][c:8]1[c:9]([Cl:17])[c:10]([O:15][CH3:16])[cH:11][cH:12][c:13]12. Isolated yield 79.6%. Reactants: ClC=1C(=NC=CN1)N (3-chloropyrazin-2-amine), C1(CCCCC1)OC1=CC=C(C=N1)B(O)O (6-(cyclohexyloxy)pyridin-3-ylboronic acid), C([O-])([O-])=O.[Na+].[Na+] (sodium carbonate), CCOC(=O)C (EtOAc). Solvent: COCCOC (DME), O (water), O (Water). The reagents and catalysts are C=1C=CC(=CC1)[P](C=2C=CC=CC2)(C=3C=CC=CC3)[Pd]([P](C=4C=CC=CC4)(C=5C=CC=CC5)C=6C=CC=CC6)([P](C=7C=CC=CC7)(C=8C=CC=CC8)C=9C=CC=CC9)[P](C=1C=CC=CC1)(C=1C=CC=CC1)C=1C=CC=CC1 (Tetrakis(triphenylphosphine)palladium(0)). Procedure: Tetrakis(triphenylphosphine)palladium(0) (53.5 mg) was added to a suspension of 3-chloropyrazin-2-amine (200 mg), 6-(cyclohexyloxy)pyridin-3-ylboronic acid (375 mg) and sodium carbonate (327 mg) in DME (5 mL) and water (1 mL) and the mixture was stirred at 90° C. under nitrogen for 3 hr. Water and EtOAc were added and the organic layer was separated, washed with brine, dried over anhydrous sodium sulfate and concentrated in vacuo. The residue was purified by column chromatography (silica gel, el... Reaction conditions: temperature 90 celsius, time 3 hour. Product: C1(CCCCC1)OC1=CC=C(C=N1)C=1C(=NC=CN1)N (3-[6-(cyclohexyloxy)pyridin-3-yl]pyrazin-2-amine). Reaction SMILES: Cl[C:2]1[C:3]([NH2:8])=[N:4][CH:5]=[CH:6][N:7]=1.[CH:9]1([O:15][C:16]2[N:21]=[CH:20][C:19](B(O)O)=[CH:18][CH:17]=2)[CH2:14][CH2:13][CH2:12][CH2:11][CH2:10]1.C(=O)([O-])[O-].[Na+].[Na+].CCOC(C)=O>COCCOC.O.C1C=CC([P]([Pd]([P](C2C=CC=CC=2)(C2C=CC=CC=2)C2C=CC=CC=2)([P](C2C=CC=CC=2)(C2C=CC=CC=2)C2C=CC=CC=2)[P](C2C=CC=CC=2)(C2C=CC=CC=2)C2C=CC=CC=2)(C2C=CC=CC=2)C2C=CC=CC=2)=CC=1>[CH:9]1([O:15][C:16]2[N:21]=[CH:20][C:19]([C:2]3[C:3]([NH2:8])=[N:4][CH:5]=[CH:6][N:7]=3)=[CH:18][CH:17]=2)[CH2:14][CH2:13][CH2:12][CH2:11][CH2:10]1 |f:2.3.4,^1:47,49,68,87|. As a reaction SMILES: [Cl:1][C:2]1[CH:7]=[CH:6][CH:5]=[C:4](Cl)[N:3]=1.O.[NH2:10][NH2:11]>CO>[NH:10]([C:4]1[CH:5]=[CH:6][CH:7]=[C:2]([Cl:1])[N:3]=1)[NH2:11] |f:1.2|. The product is N(N)C1=NC(=CC=C1)Cl (2-hydrazino-6-chloropyridine). Reaction conditions: time 3 day. The reactants are ClC1=NC(=CC=C1)Cl (2,6-dichloropyridine), O.NN (hydrazine hydrate). Reported procedure: 2 g of 2,6-dichloropyridine were dissolved in 60 ml of methanol and mixed with 10 ml of 80% hydrazine hydrate. The solution was firstly stirred for 3 days at room temperature and then refluxed for 10 days. Rotation in took place, the residue was taken up with methanol, followed by rotation in again and finally recrystallization from methanol/water. 0.25 g of 2-hydrazino-6-chloropyridine was obtained. The solvent is CO (methanol), CO (methanol). The reactants are NC(=O)C([O-])=S, Cc1[nH]cnc1CSCCN, Cl, [K+], O. Product: Cc1[nH]cnc1CSCCNNC(=O)C(O)=S. As a reaction SMILES: [C:12]([C:13](=[O:14])[NH2:15])(=[S:16])[O-:17].[CH3:1][c:2]1[c:3]([CH2:7][S:8][CH2:9][CH2:10][NH2:11])[n:4][cH:5][nH:6]1.[ClH:19].[K+:18].[OH2:20]>>[CH3:1][c:2]1[c:3]([CH2:7][S:8][CH2:9][CH2:10][NH:11][NH:15][C:13]([C:12](=[S:16])[OH:17])=[O:14])[n:4][cH:5][nH:6]1. The reactants are NC1=C(C(=O)OC)C=C(C(=N1)N)Cl (methyl 2,6-diamino-5-chloronicotinate), ClCC=O (chloroacetaldehyde), ClCC=O (chloroacetaldehyde). Run in CO (methanol). Run at time 21 hour. Yields the product NC1=C(C=C(C=2N1C=CN2)C(=O)OC)Cl (Methyl 5-amino-6-chloroimidazo[1,2-a]pyridine-8-carboxylate). Isolated yield 67.9%. As a reaction SMILES: [NH2:1][C:2]1[N:11]=[C:10]([NH2:12])[C:9]([Cl:13])=[CH:8][C:3]=1[C:4]([O:6][CH3:7])=[O:5].Cl[CH2:15][CH:16]=O>CO>[NH2:12][C:10]1[N:11]2[CH:15]=[CH:16][N:1]=[C:2]2[C:3]([C:4]([O:6][CH3:7])=[O:5])=[CH:8][C:9]=1[Cl:13]. Procedure details: A mixture of methyl 2,6-diamino-5-chloronicotinate (Example 1, METHOD B, Step 1, 2.0 g, 9.92 mmol) and chloroacetaldehyde (1.2 mL, 10.91 mmol) in methanol (100 mL) was refluxed for 135 min. A further chloroacetaldehyde (1.2 mL, 10.91 mmol) was added and refluxing continued over 21 hours. The solvent was evaporated and the resulting solid co-evaporated with methanol (75 mL×2) prior to drying under vacuum, giving 2.62 g of crude material. The residue was chromatographed on a column of silica gel e... Reactants: C[Si](CCOCN(C1=CC(=NC=2N1N=CC2C=2C=NN(C2)C2=CC=CC=C2)C2CCC(CC2)(C(=O)OCC)CO)COCC[Si](C)(C)C)(C)C (ethyl 4-(7-(bis((2-(trimethylsilyl)ethoxy)methyl)amino)-3-(1-phenyl-1H-pyrazol-4-yl)pyrazolo[1,5-a]pyrimidin-5-yl)-1-(hydroxymethyl)cyclohexanecarboxylate), C1CC(=O)N(C1=O)Br (NBS). Solvent: CC#N.C(Cl)Cl (CH3CN DCM). Conditions: time 30 minute. The product is C[Si](CCOCN(C1=C(C(=NC=2N1N=CC2C=2C=NN(C2)C2=CC=CC=C2)C2CCC(CC2)(C(=O)OCC)CO)Br)COCC[Si](C)(C)C)(C)C (ethyl 4-(7-(bis((2-(trimethylsilyl)ethoxy)methyl)amino)-6-bromo-3-(1-phenyl-1H-pyrazol-4-yl)pyrazolo[1,5-a]pyrimidin-5-yl)-1-(hydroxymethyl)cyclohexanecarboxylate). The yield is 90.7%. Reaction SMILES: [CH3:1][Si:2]([CH3:50])([CH3:49])[CH2:3][CH2:4][O:5][CH2:6][N:7]([CH2:41][O:42][CH2:43][CH2:44][Si:45]([CH3:48])([CH3:47])[CH3:46])[C:8]1[N:13]2[N:14]=[CH:15][C:16]([C:17]3[CH:18]=[N:19][N:20]([C:22]4[CH:27]=[CH:26][CH:25]=[CH:24][CH:23]=4)[CH:21]=3)=[C:12]2[N:11]=[C:10]([CH:28]2[CH2:33][CH2:32][C:31]([CH2:39][OH:40])([C:34]([O:36][CH2:37][CH3:38])=[O:35])[CH2:30][CH2:29]2)[CH:9]=1.C1C(=O)N([Br:58])C(=O)C1>CC#N.C(Cl)Cl>[CH3:50][Si:2]([CH3:49])([CH3:1])[CH2:3][CH2:4][O:5][CH2:6][N:7]([CH2:41][O:42][CH2:43][CH2:44][Si:45]([CH3:48])([CH3:47])[CH3:46])[C:8]1[N:13]2[N:14]=[CH:15][C:16]([C:17]3[CH:18]=[N:19][N:20]([C:22]4[CH:27]=[CH:26][CH:25]=[CH:24][CH:23]=4)[CH:21]=3)=[C:12]2[N:11]=[C:10]([CH:28]2[CH2:29][CH2:30][C:31]([CH2:39][OH:40])([C:34]([O:36][CH2:37][CH3:38])=[O:35])[CH2:32][CH2:33]2)[C:9]=1[Br:58] |f:2.3|. Procedure: To a solution of ethyl 4-(7-(bis((2-(trimethylsilyl)ethoxy)methyl)amino)-3-(1-phenyl-1H-pyrazol-4-yl)pyrazolo[1,5-a]pyrimidin-5-yl)-1-(hydroxymethyl)cyclohexanecarboxylate (200 mg, 0.277 mmol) in CH3CN/DCM (5/3 mL) was added NBS (54.3 mg, 0.305 mmol) and stirred at rt for 30 min. TLC showed complete conversion. All the volatiles were removed under reduced pressure and the residue was purified by a SiO2 column (0-35% EtOAc/Hexanes, Rf=0.7 in 50% EtOAc) to afford ethyl 4-(7-(bis((2-(trimethylsilyl... The reactants are CC1=C(C(=CC=C1)C)N1C(C=CC2=C1N=C(N=C2C2=C(C=C(C=C2)F)C)S(=O)(=O)C)=O (8-(2,6-dimethyl-phenyl)-4-(4-fluoro-2-methyl-phenyl)-2-methanesulfonyl-8H-pyrido[2,3-d]pyrimidin-7-one), NCCO (2-aminoethanol). The product is CC1=C(C(=CC=C1)C)N1C(C=CC2=C1N=C(N=C2C2=C(C=C(C=C2)F)C)NCCO)=O (8-(2,6-dimethyl-phenyl)-4-(4-fluoro-2-methyl-phenyl)-2-(2-hydroxy-ethylamino)-8H-pyrido[2,3-d]pyrimidin-7-one). RXN SMILES: [CH3:1][C:2]1[CH:7]=[CH:6][CH:5]=[C:4]([CH3:8])[C:3]=1[N:9]1[C:14]2[N:15]=[C:16](S(C)(=O)=O)[N:17]=[C:18]([C:19]3[CH:24]=[CH:23][C:22]([F:25])=[CH:21][C:20]=3[CH3:26])[C:13]=2[CH:12]=[CH:11][C:10]1=[O:31].[NH2:32][CH2:33][CH2:34][OH:35]>>[CH3:1][C:2]1[CH:7]=[CH:6][CH:5]=[C:4]([CH3:8])[C:3]=1[N:9]1[C:14]2[N:15]=[C:16]([NH:32][CH2:33][CH2:34][OH:35])[N:17]=[C:18]([C:19]3[CH:24]=[CH:23][C:22]([F:25])=[CH:21][C:20]=3[CH3:26])[C:13]=2[CH:12]=[CH:11][C:10]1=[O:31]. Procedure details: Prepared as described above in Example 60 starting from 8-(2,6-dimethyl-phenyl)-4-(4-fluoro-2-methyl-phenyl)-2-methanesulfonyl-8H-pyrido[2,3-d]pyrimidin-7-one and 2-aminoethanol to give the title compound 8-(2,6-dimethyl-phenyl)-4-(4-fluoro-2-methyl-phenyl)-2-(2-hydroxy-ethylamino)-8H-pyrido[2,3-d]pyrimidin-7-one. 1H-NMR (CDCl3): δ 1.92 (s, 61-1), 2.12 (s, 3H), 2.95 (br s, 2H), 3.30 (br s, 2H), 3.45 (br s, 1H), 6.31 (d, 1H, J=9,7 Hz), 6.92 (m, 2H), 7.17 (m, 5H). LC MS (m/e)=419.4 (MH+). Rt=1.84 ...